From a dataset of the Open Reaction Database (ORD), a public repository of structured organic reaction records. describe an organic reaction: reactants, conditions, products, and yield The reactants are COC1=CC(=C(C(=O)O)C=C1)[N+](=O)[O-] (4-methoxy-2-nitrobenzoic acid), C1CCC2=NCCCN2CC1 (DBU), O (water), IC (iodomethane). Solvent: CN(C)C=O (DMF). Reaction conditions: temperature 0 celsius, time 15 minute. The product is COC1=CC(=C(C(=O)OC)C=C1)[N+](=O)[O-] (methyl 4-methoxy-2-nitrobenzoate). Isolated yield 100.0%. As a reaction SMILES: [CH3:1][O:2][C:3]1[CH:11]=[CH:10][C:6]([C:7]([OH:9])=[O:8])=[C:5]([N+:12]([O-:14])=[O:13])[CH:4]=1.[CH2:15]1CCN2C(=NCCC2)CC1.IC.O>CN(C=O)C>[CH3:1][O:2][C:3]1[CH:11]=[CH:10][C:6]([C:7]([O:9][CH3:15])=[O:8])=[C:5]([N+:12]([O-:14])=[O:13])[CH:4]=1. Procedure details: To a solution of 4-methoxy-2-nitrobenzoic acid (10.0 g, 50.7 mmol) in DMF (200 mL) at 0° C. was added DBU (15.2 mL, 101 mmol) followed by iodomethane (9.47 mL, 152 mmol). The reaction mixture was allowed to stir at 0° C. for 15 min then at rt overnight. The mixture was poured into water and extracted with EtOAc. The organic solutions were combined, washed with brine and dried over MgSO4. The residue was purified by column chromatography to give methyl 4-methoxy-2-nitrobenzoate (50.7 mmol, 85%) a... Reactants: C(C)SCC1=CC=NC=C1 (4-[(ethylthio)methyl]pyridine), CI (methyliodide). The solvent is C(C)#N (acetonitrile). Product: C(C)SCC=1CCN(CC1)C (4-[(ethylthio)methyl]-1-methyl-1,2,3,6-tetrahydropyridine). Isolated yield 47.6%. As a reaction SMILES: [CH2:1]([S:3][CH2:4][C:5]1[CH:10]=[CH:9][N:8]=[CH:7][CH:6]=1)[CH3:2].[CH3:11]I>C(#N)C>[CH2:1]([S:3][CH2:4][C:5]1[CH2:6][CH2:7][N:8]([CH3:11])[CH2:9][CH:10]=1)[CH3:2]. Procedure: 8.2 g (0.054 mol) of 4-[(ethylthio)methyl]pyridine are dissolved in 60 ml of acetonitrile and then 9.1 g of methyliodide are added. After 12 hours the reaction mixture is evaporated down in vacuo. The residue is reacted analogously to Example 1 b) with sodium borohydride in methanol and worked up. The crude product obtained is distilled (5.2 g; 56.3% of theory; b.p. 118°-120° C./20 mbar) and then chromatographed on neutral aluminium oxide using chloroform as eluant. 4.4 g of 4-[(ethylthio)methyl... The reactants are Cl (hydrochloric acid), N(=O)[O-].[Na+] (sodium nitrite), CC(CONC(=N)C=1C=NC=CC1)(CN1CCCCC1)C (N-(2,2-dimethyl-3-piperidinopropoxy)-3-pyridinecarboxamidine), [OH-].[Na+] (sodium hydroxide). Solvent: O (water), O (water). Reaction conditions: time 2 hour. The product is CC(CON=C(C=1C=NC=CC1)Cl)(CN1CCCCC1)C (O-(2,2-dimethyl-3-piperidinopropyl)-3-pyridinecarbohydroximoyl chloride). RXN SMILES: [CH3:1][C:2]([CH3:21])([CH2:14][N:15]1[CH2:20][CH2:19][CH2:18][CH2:17][CH2:16]1)[CH2:3][O:4][NH:5][C:6]([C:8]1[CH:9]=[N:10][CH:11]=[CH:12][CH:13]=1)=N.[ClH:22].N([O-])=O.[Na+].[OH-].[Na+]>O>[CH3:1][C:2]([CH3:21])([CH2:14][N:15]1[CH2:20][CH2:19][CH2:18][CH2:17][CH2:16]1)[CH2:3][O:4][N:5]=[C:6]([Cl:22])[C:8]1[CH:9]=[N:10][CH:11]=[CH:12][CH:13]=1 |f:2.3,4.5|. Procedure: To a solution containing 2.23 g (7.63 mmoles) of N-(2,2-dimethyl-3-piperidinopropoxy)-3-pyridinecarboxamidine in 30 ml of a 1:1 mixture of concentrated hydrochloric acid and water, 2.63 g (38.2 mmoles) of sodium nitrite dissolved in 10 ml of water are dropwise added at 0° C. The reaction mixture is stirred at the same temperature for an additional 2 hours, then the pH value is adjusted to 12 by adding 2N sodium hydroxide solution, and the mixture is extracted twice with 30 ml of chloroform each.... Starting materials: product, FC=1C(=C(C(=O)NOCCOC=C)C=CC1F)NC1=C(C=C(C=C1)CCCI)F (3,4-Difluoro-2-[2-fluoro-4-(3-iodopropyl)anilino]-N-[2-(vinyloxy)ethoxy]benzamide), CN (methylamine). Yields the product FC=1C(=C(C(=O)NOCCO)C=CC1F)NC1=C(C=C(C=C1)CCCNC)F (3,4-difluoro-2-{2-fluoro-4-[3-(methylamino)propyl] anilino}-N-(2-hydroxyethoxy)benzamide). Isolated yield 32.0%. Reaction SMILES: [F:1][C:2]1[C:3]([NH:18][C:19]2[CH:24]=[CH:23][C:22]([CH2:25][CH2:26][CH2:27]I)=[CH:21][C:20]=2[F:29])=[C:4]([CH:14]=[CH:15][C:16]=1[F:17])[C:5]([NH:7][O:8][CH2:9][CH2:10][O:11]C=C)=[O:6].[CH3:30][NH2:31]>>[F:1][C:2]1[C:3]([NH:18][C:19]2[CH:24]=[CH:23][C:22]([CH2:25][CH2:26][CH2:27][NH:31][CH3:30])=[CH:21][C:20]=2[F:29])=[C:4]([CH:14]=[CH:15][C:16]=1[F:17])[C:5]([NH:7][O:8][CH2:9][CH2:10][OH:11])=[O:6]. Reported procedure: The product of Example 15, Step E, 3,4-Difluoro-2-[2-fluoro-4-(3-iodopropyl)anilino]-N-[2-(vinyloxy)ethoxy]benzamide was reacted with methylamine and then deprotected according to the general procedure of Example 15, Step F, to afford 3,4-difluoro-2-{2-fluoro-4-[3-(methylamino)propyl] anilino}-N-(2-hydroxyethoxy)benzamide as a pale brown solid (32%); m.p. (Et2O) 112–116° C. 1H NMR [400 MHz, (CD3)2SO] δ 9.61 (v br s, 1 H), 7.57–7.50 (m, 1 H), 7.02–6.94 (m, 1H), 6.93 (dd, J=12.4, 1.5 Hz, 1 H), 6.7... Reactants: C=CCC1(c2ccc(F)cc2)CCN(C(C)c2ccc(Br)cc2)C(=O)O1, C1COCCN1, Cc1ccccc1, O=C(C=Cc1ccccc1)C=Cc1ccccc1, O=C(C=Cc1ccccc1)C=Cc1ccccc1, O=C(C=Cc1ccccc1)C=Cc1ccccc1, [Pd], [Pd], c1ccc(P(c2ccccc2)c2ccc3ccccc3c2-c2c(P(c3ccccc3)c3ccccc3)ccc3ccccc23)cc1. Yields the product C=CCC1(c2ccc(F)cc2)CCN(C(C)c2ccc(N3CCOCC3)cc2)C(=O)O1. Reaction SMILES: [CH2:1]([CH:2]=[CH2:3])[C:4]1([c:20]2[cH:21][cH:22][c:23]([F:26])[cH:24][cH:25]2)[CH2:5][CH2:6][N:7]([CH:11]([CH3:12])[c:13]2[cH:14][cH:15][c:16]([Br:19])[cH:17][cH:18]2)[C:8](=[O:10])[O:9]1.[CH2:27]1[CH2:28][O:29][CH2:30][CH2:31][NH:32]1.[CH3:135][c:136]1[cH:137][cH:138][cH:139][cH:140][cH:141]1.[O:117]=[C:118]([CH:119]=[CH:120][c:121]1[cH:122][cH:123][cH:124][cH:125][cH:126]1)[CH:127]=[CH:128][c:129]1[cH:130][cH:131][cH:132][cH:133][cH:134]1.[O:81]=[C:82]([CH:83]=[CH:84][c:85]1[cH:86][cH:87][cH:88][cH:89][cH:90]1)[CH:91]=[CH:92][c:93]1[cH:94][cH:95][cH:96][cH:97][cH:98]1.[O:99]=[C:100]([CH:101]=[CH:102][c:103]1[cH:104][cH:105][cH:106][cH:107][cH:108]1)[CH:109]=[CH:110][c:111]1[cH:112][cH:113][cH:114][cH:115][cH:116]1.[Pd:79].[Pd:80].[cH:33]1[cH:34][cH:35][c:36]([P:37]([c:38]2[cH:39][cH:40][c:41]3[c:42]([cH:43][cH:44][cH:45][cH:46]3)[c:47]2-[c:48]2[c:49]3[c:50]([cH:51][cH:52][cH:53][cH:54]3)[cH:55][cH:56][c:57]2[P:58]([c:59]2[cH:60][cH:61][cH:62][cH:63][cH:64]2)[c:65]2[cH:66][cH:67][cH:68][cH:69][cH:70]2)[c:71]2[cH:72][cH:73][cH:74][cH:75][cH:76]2)[cH:77][cH:78]1>>[CH2:1]([CH:2]=[CH2:3])[C:4]1([c:20]2[cH:21][cH:22][c:23]([F:26])[cH:24][cH:25]2)[CH2:5][CH2:6][N:7]([CH:11]([CH3:12])[c:13]2[cH:14][cH:15][c:16]([N:32]3[CH2:27][CH2:28][O:29][CH2:30][CH2:31]3)[cH:17][cH:18]2)[C:8](=[O:10])[O:9]1. The reactants are CC(C)=O, C1CN2CCN1CC2, N#CC=CS(=O)(=O)c1ccc(N)cc1, Cc1ccc(S(=O)Cl)cc1. Yields the product Cc1ccc(S(=O)Nc2ccc(S(=O)(=O)C=CC#N)cc2)cc1. Reaction SMILES: [CH3:33][C:34](=[O:35])[CH3:36].[N:25]12[CH2:26][CH2:27][N:28]([CH2:29][CH2:30]1)[CH2:31][CH2:32]2.[NH2:11][c:12]1[cH:13][cH:14][c:15]([S:18](=[O:19])(=[O:20])[CH:21]=[CH:22][C:23]#[N:24])[cH:16][cH:17]1.[c:1]1([CH3:10])[cH:2][cH:3][c:4]([S:7](=[O:8])[Cl:9])[cH:5][cH:6]1>>[c:1]1([CH3:10])[cH:2][cH:3][c:4]([S:7](=[O:8])[NH:11][c:12]2[cH:13][cH:14][c:15]([S:18](=[O:19])(=[O:20])[CH:21]=[CH:22][C:23]#[N:24])[cH:16][cH:17]2)[cH:5][cH:6]1. Starting materials: CN, O=Cc1cccc(-c2cc3c4c(ccn4C(=O)CNC3)c2)c1, O. Product: CNCc1cccc(-c2cc3c4c(ccn4C(=O)CNC3)c2)c1. As a reaction SMILES: [CH3:23][NH2:24].[O:1]=[C:2]1[CH2:3][NH:4][CH2:5][c:6]2[cH:7][c:8](-[c:15]3[cH:16][c:17]([CH:18]=[O:19])[cH:20][cH:21][cH:22]3)[cH:9][c:10]3[cH:11][cH:12][n:13]1[c:14]23.[OH2:25]>>[O:1]=[C:2]1[CH2:3][NH:4][CH2:5][c:6]2[cH:7][c:8](-[c:15]3[cH:16][c:17]([CH2:18][NH:24][CH3:23])[cH:20][cH:21][cH:22]3)[cH:9][c:10]3[cH:11][cH:12][n:13]1[c:14]23.